From a dataset of the Open Reaction Database (ORD), a public repository of structured organic reaction records. describe an organic reaction: reactants, conditions, products, and yield Starting materials: O (water), BrBr (bromine), ClC=1C=C(C=C(C1)Cl)O (3,5-dichlorophenol). Reagents/catalysts: C1(=CC=CC=C1)SC1=CC=CC=C1 (diphenyl sulfide), [Cl-].[Al+3].[Cl-].[Cl-] (aluminium chloride). The solvent is CCOCC (ether). Conditions: time 15 hour. The product is ClC=1C=C(C=C(C1Br)Cl)O (3,5-dichloro-4-bromophenol). Isolated yield 60.0%. Reaction SMILES: [Cl:1][C:2]1[CH:3]=[C:4]([OH:9])[CH:5]=[C:6]([Cl:8])[CH:7]=1.[Br:10]Br.O>CCOCC.C1(SC2C=CC=CC=2)C=CC=CC=1.[Cl-].[Al+3].[Cl-].[Cl-]>[Cl:1][C:2]1[CH:3]=[C:4]([OH:9])[CH:5]=[C:6]([Cl:8])[C:7]=1[Br:10] |f:5.6.7.8|. Procedure details: 81.5 g of 3,5-dichlorophenol and 2.5 g of diphenyl sulfide are dissolved in 1 liter of anhydrous ether. Then 2.5 g of anhydrous aluminium chloride are added and 80 g of bromine are added dropwise at room temperature in the course of 10 minutes. The reaction mixture is then stirred for 15 hours at reflux temperature and subsequently poured into water. The organic phase is separated, washed neutral with water, dried and concentrated. The solid residue is recrystallised from cyclohexane, affording ... The reactants are COC=1CC(CCC(N1)C)C (3,4,5,6-tetrahydro-7-methoxy-2,5-dimethyl-2H-azepine), [Cl-].[NH4+] (ammonium chloride). The solvent is CCO (EtOH). Product: Cl.CC1CC(NC(CC1)C)=N (hexahydro-4,7-dimethyl-1H-azepin-2-imine, monohydrochloride). The yield is 77.8%. Reaction SMILES: CO[C:3]1[CH2:4][CH:5]([CH3:11])[CH2:6][CH2:7][CH:8]([CH3:10])[N:9]=1.[Cl-:12].[NH4+:13]>CCO>[ClH:12].[CH3:11][CH:5]1[CH2:6][CH2:7][CH:8]([CH3:10])[NH:9][C:3](=[NH:13])[CH2:4]1 |f:1.2,4.5|. Reported procedure: The product of EXAMPLE 130 (250 mg, 1.6 mmol) in 2.5 mL of EtOH was reacted with ammonium chloride (86.0 mg, 1.6 mmol) by the method of EXAMPLE 27 to yield 220 mg (75%) of the white solid title material. The reactants are CSC=1NC=2C(=NC=3C=C(C=CC3C2)C(F)(F)F)N1 (2-(methylthio)-6-(trifluoromethyl)-1H-imidazo[4,5-b]quinoline), C(C)(=O)O (acetic acid), Cl (hydrochloric acid), C(C)(=O)O (acetic acid), Cl (hydrochloric acid). Run in O (water), O (water). Product: FC(C=1C=CC=2C=C3C(=NC2C1)NC(N3)=O)(F)F (1,3-Dihydro-6-(trifluoromethyl)-2H-imidazo[4,5-b]quinolin-2-one). Reaction SMILES: CS[C:3]1[NH:4][C:5]2[C:6]([N:19]=1)=[N:7][C:8]1[CH:9]=[C:10]([C:15]([F:18])([F:17])[F:16])[CH:11]=[CH:12][C:13]=1[CH:14]=2.C(O)(=[O:22])C.Cl>O>[F:16][C:15]([F:18])([F:17])[C:10]1[CH:11]=[CH:12][C:13]2[CH:14]=[C:5]3[NH:4][C:3](=[O:22])[NH:19][C:6]3=[N:7][C:8]=2[CH:9]=1. Procedure: A mixture of 2-(methylthio)-6-(trifluoromethyl)-1H-imidazo[4,5-b]quinoline (1.77 g, 6 mmol), acetic acid (25 mL) and 3N hydrochloric acid solution (25 mL) was heated on a steam bath for 4 hours. The solution was diluted with hot water (250 mL), cooled and filtered. The filtrate was concentrated to afford a second crop. Solids were combined with acetic acid (25 mL) and 3N hydrochloric acid solution (25 mL) and the mixture heated on a steam bath overnight. The mixture was diluted with hot water (2... The reactants are [N+](=O)(O)[O-] (nitric acid), CC1=C(C(=O)O)C(=CC=C1)NC(C)=O (2-methyl-6-acetamidobenzoic acid), ice. Run in O (water). Conditions: temperature 10 celsius, time 1 hour. The product is CC1=C(C(=O)O)C(=CC=C1[N+](=O)[O-])NC(C)=O (2-Methyl-3-nitro-6-acetamidobenzoic acid). RXN SMILES: [N+:1]([O-:4])(O)=[O:2].[CH3:5][C:6]1[CH:14]=[CH:13][CH:12]=[C:11]([NH:15][C:16](=[O:18])[CH3:17])[C:7]=1[C:8]([OH:10])=[O:9]>O>[CH3:5][C:6]1[C:14]([N+:1]([O-:4])=[O:2])=[CH:13][CH:12]=[C:11]([NH:15][C:16](=[O:18])[CH3:17])[C:7]=1[C:8]([OH:10])=[O:9]. Procedure: 271 ml of 98% nitric acid are initially taken at -5° C. and 106 g (0.55 mol) of the 2-methyl-6-acetamidobenzoic acid prepared in 1. are added in portions. After stirring at 10° C. for one hour, the reaction mixture is poured into a mixture of 540 g of ice and 270 ml of water. The deposited precipitate is filtered off with suction, washed with water and dried under reduced pressure at 50° C. Reactants: Cl (hydrochloric acid), FC1=C(CN)C=CC(=C1)F (2,4-difluorobenzylamine), N1=CC=CC=C1 (pyridine), ClCC(C(=O)Cl)(C)C (chloropivaloyl chloride). Solvent: C1(=CC=CC=C1)C (toluene). Reaction conditions: time 3 hour. Product: ClCC(C(=O)NCC1=C(C=C(C=C1)F)F)(C)C (3-Chloro-2,2-dimethyl-N-[(2,4-difluorophenyl)methyl]propanamide). As a reaction SMILES: [F:1][C:2]1[CH:9]=[C:8]([F:10])[CH:7]=[CH:6][C:3]=1[CH2:4][NH2:5].N1C=CC=CC=1.[Cl:17][CH2:18][C:19]([CH3:24])([CH3:23])[C:20](Cl)=[O:21].Cl>C1(C)C=CC=CC=1>[Cl:17][CH2:18][C:19]([CH3:24])([CH3:23])[C:20]([NH:5][CH2:4][C:3]1[CH:6]=[CH:7][C:8]([F:10])=[CH:9][C:2]=1[F:1])=[O:21]. Procedure details: 28.6 g (0.20 mol) of 2,4-difluorobenzylamine and 19.0 g (0.24 mol) of pyridine are dissolved in 100 ml of toluene. 34.1 g (0.22 mol) of chloropivaloyl chloride are added dropwise to this solution at 20°-25° C. over the course of 15 minutes with ice-bath cooling. A suspension forms and is stirred for a further 3 hours at room temperature until the reaction is complete (GC check). For work-up, the pH is adjusted to between 1 and 2 using 50 ml of 2N hydrochloric acid. The white emulsion produced is...